The task is: describe an organic reaction: reactants, conditions, products, and yield. This data is from the Open Reaction Database (ORD), a public repository of structured organic reaction records. The reactants are ClCC1(CO1)C1=C(C=C(C=C1)F)F (1-chloro-2-(2,4-difluorophenyl)-2,3-epoxypropane), C(C)(=O)O (acetic acid), C(C)(=O)[O-].[K+] (potassium acetate). Run in O (water). Reaction conditions: temperature 115 celsius, time 15 hour. Product: C(C)(=O)OCC(COC(C)=O)(O)C1=C(C=C(C=C1)F)F (1,3-diacetoxy-2-(2,4-difluorophenyl)-2-propanol). RXN SMILES: Cl[CH2:2][C:3]1([C:6]2[CH:11]=[CH:10][C:9]([F:12])=[CH:8][C:7]=2[F:13])[O:5][CH2:4]1.[C:14]([OH:17])(=[O:16])[CH3:15].[C:18]([O-:21])(=[O:20])[CH3:19].[K+]>O>[C:14]([O:17][CH2:2][C:3]([C:6]1[CH:11]=[CH:10][C:9]([F:12])=[CH:8][C:7]=1[F:13])([OH:5])[CH2:4][O:21][C:18](=[O:20])[CH3:19])(=[O:16])[CH3:15] |f:2.3|. Procedure: To 105 g of 1-chloro-2-(2,4-difluorophenyl)-2,3-epoxypropane were added 525 ml of acetic acid and 126 g of potassium acetate and the resulting mixture was stirred at 115° C. for 15 hours. The reaction mixture was allowed to cool to room temperature. Then, to this reaction liquid was added 700 ml of water and a solid matter was dissolved and the resulting solution was extracted three times with 500 ml of ethyl acetate. The organic layer was washed with saturated aqueous solution with sodium hydro... Reactants: CN(C)C=O, O=S(Cl)Cl, O=C(O)c1cccc(Oc2ccccn2)c1. Yields the product O=C(Cl)c1cccc(Oc2ccccn2)c1. RXN SMILES: [CH3:21][N:22]([CH3:23])[CH:24]=[O:25].[S:17]([Cl:18])([Cl:19])=[O:20].[n:1]1[c:2]([O:7][c:8]2[cH:9][c:10]([C:11](=[O:12])[OH:13])[cH:14][cH:15][cH:16]2)[cH:3][cH:4][cH:5][cH:6]1>>[n:1]1[c:2]([O:7][c:8]2[cH:9][c:10]([C:11](=[O:12])[Cl:19])[cH:14][cH:15][cH:16]2)[cH:3][cH:4][cH:5][cH:6]1.